This data is from the Open Reaction Database (ORD), a public repository of structured organic reaction records. The task is: describe an organic reaction: reactants, conditions, products, and yield Reactants: Cc1ccc2c(c1)C(O)=C(C(=O)NCC(=O)OC(C)(C)C)C(=O)C2(C)C, O=C(O)C(F)(F)F. Yields the product Cc1ccc2c(c1)C(O)=C(C(=O)NCC(=O)O)C(=O)C2(C)C. Reaction SMILES: [CH3:1][c:2]1[cH:3][c:4]2[c:9]([cH:10][cH:11]1)[C:8]([CH3:12])([CH3:13])[C:7](=[O:14])[C:6]([C:15](=[O:16])[NH:17][CH2:18][C:19](=[O:20])[O:21][C:22]([CH3:23])([CH3:24])[CH3:25])=[C:5]2[OH:26].[F:27][C:28]([F:29])([F:30])[C:31]([OH:32])=[O:33]>>[CH3:1][c:2]1[cH:3][c:4]2[c:9]([cH:10][cH:11]1)[C:8]([CH3:12])([CH3:13])[C:7](=[O:14])[C:6]([C:15](=[O:16])[NH:17][CH2:18][C:19](=[O:20])[OH:21])=[C:5]2[OH:26]. Starting materials: COC(=O)C1=C(OC(C(=O)OC)C)C(=CC=C1)C(C)=O (methyl 2-(2-methoxycarbonyl-6-acetylphenoxy)propionate), Cl (hydrochloric acid), O1CCOCC1 (dioxane). The solvent is O (water). Reaction conditions: time 1 hour. The product is CC=1OC2=C(C1C)C=CC=C2C(=O)OC (methyl 2,3-dimethylbenzofuran-7-carboxylate). Yield: 46.0%. Reaction SMILES: [CH3:1][O:2][C:3]([C:5]1[CH:17]=[CH:16][CH:15]=[C:14]([C:18](=O)[CH3:19])[C:6]=1[O:7][CH:8]([CH3:13])C(OC)=O)=[O:4].Cl.O1CCOCC1>O>[CH3:13][C:8]1[O:7][C:6]2[C:5]([C:3]([O:2][CH3:1])=[O:4])=[CH:17][CH:16]=[CH:15][C:14]=2[C:18]=1[CH3:19]. Reported procedure: A mixture of 4.42 g of methyl 2-(2-methoxycarbonyl-6-acetylphenoxy)propionate, 20 ml of 6N hydrochloric acid and 20 ml of dioxane is refluxed for 10 minutes, and water is added to the reaction mixture. The aqueous mixture is extracted with ethyl acetate. The extract is washed with water, dried and evaporated to remove solvent. The residue is dissolved in 30 ml of tetrahydrofuran, and 5.55 ml of oxalyl chloride and a drop of dimethylformamide are added to the solution. The mixture is stirred for ...